This data is from the Open Reaction Database (ORD), a public repository of structured organic reaction records. The task is: describe an organic reaction: reactants, conditions, products, and yield Reactants: CC(C)(C)N(C(=O)[O-])c1cc(Oc2ccc3nc(NC(=O)C4CC4)sc3n2)ccc1F, O=C(O)C(F)(F)F. The product is Nc1cc(Oc2ccc3nc(NC(=O)C4CC4)sc3n2)ccc1F. As a reaction SMILES: [C:1]([N:5]([C:2](=[O:3])[O-:4])[c:9]1[c:10]([F:31])[cH:11][cH:12][c:13]([O:15][c:16]2[cH:17][cH:18][c:19]3[c:20]([n:21]2)[s:22][c:23]([NH:25][C:26](=[O:27])[CH:28]2[CH2:29][CH2:30]2)[n:24]3)[cH:14]1)([CH3:6])([CH3:7])[CH3:8].[OH:32][C:33]([C:34]([F:35])([F:36])[F:37])=[O:38]>>[NH2:5][c:9]1[c:10]([F:31])[cH:11][cH:12][c:13]([O:15][c:16]2[cH:17][cH:18][c:19]3[c:20]([n:21]2)[s:22][c:23]([NH:25][C:26](=[O:27])[CH:28]2[CH2:29][CH2:30]2)[n:24]3)[cH:14]1.